From a dataset of the Open Reaction Database (ORD), a public repository of structured organic reaction records. describe an organic reaction: reactants, conditions, products, and yield As a reaction SMILES: [B-:13]([F:14])([F:15])([F:16])[F:17].[CH2:44]([CH2:45][CH2:46][CH3:47])[NH:48][CH2:49][c:50]1[cH:51][cH:52][c:53]([C:56]([CH3:57])([CH3:58])[CH3:59])[cH:54][cH:55]1.[CH:35]([N:36]([CH2:37][CH3:38])[CH:39]([CH3:40])[CH3:41])([CH3:42])[CH3:43].[O:60]=[CH:61][N:62]([CH3:63])[CH3:64].[OH2:65].[n:18]1([O:19][C:20]([N:21]([CH3:22])[CH3:23])=[N+:24]([CH3:25])[CH3:26])[c:27]2[cH:28][cH:29][cH:30][cH:31][c:32]2[n:33][n:34]1.[nH:1]1[cH:2][cH:3][c:4]2[cH:5][cH:6][cH:7][c:8]([C:10](=[O:11])[OH:12])[c:9]12>>[nH:1]1[cH:2][cH:3][c:4]2[cH:5][cH:6][cH:7][c:8]([C:10](=[O:12])[N:48]([CH2:44][CH2:45][CH2:46][CH3:47])[CH2:49][c:50]3[cH:51][cH:52][c:53]([C:56]([CH3:57])([CH3:58])[CH3:59])[cH:54][cH:55]3)[c:9]12. Starting materials: F[B-](F)(F)F, CCCCNCc1ccc(C(C)(C)C)cc1, CCN(C(C)C)C(C)C, CN(C)C=O, O, CN(C)C(On1nnc2ccccc21)=[N+](C)C, O=C(O)c1cccc2cc[nH]c12. Product: CCCCN(Cc1ccc(C(C)(C)C)cc1)C(=O)c1cccc2cc[nH]c12. The reactants are CCO, COC(=O)C1CCC(=O)N1C1CCCC1, [Na+], [OH-]. Product: O=C(O)C1CCC(=O)N1C1CCCC1. Reaction SMILES: [CH3:18][CH2:19][OH:20].[CH:1]1([N:6]2[CH:7]([C:8](=[O:9])[O:10][CH3:11])[CH2:12][CH2:13][C:14]2=[O:15])[CH2:2][CH2:3][CH2:4][CH2:5]1.[Na+:17].[OH-:16]>>[CH:1]1([N:6]2[CH:7]([C:8](=[O:9])[OH:10])[CH2:12][CH2:13][C:14]2=[O:15])[CH2:2][CH2:3][CH2:4][CH2:5]1. The reactants are O[C@]1(CN(OC1)C(=O)C1=C(SC=2N(C(N(C(C21)=O)C)=O)C(C)C)CC=2C(=NNC2C)C(F)(F)F)C (5-[[(4S)-4-Hydroxy-4-methyl-2-isoxazolidinyl]carbonyl]-3-methyl-1-(1-methylethyl)-6-[[5-methyl-3-(trifluoromethyl)-1H-pyrazol-4-yl]methyl]-thieno[2,3-d]pyrimidine-2,4(1H,3H)-dione), BrC1=NC=CC=N1 (2-bromopyrimidine), trans-cyclohexanediamine, C([O-])([O-])=O.[K+].[K+] (potassium carbonate). The reagents and catalysts are [Cu]I (copper(I) iodide). The solvent is O1CCOCC1 (dioxane). Reaction conditions: temperature 100 celsius. Product: C[C@@]1(CN(OC1)C(=O)C1=C(SC=2N(C(N(C(C21)=O)C)=O)C(C)C)CC=2C(=NN(C2C)C2=NC=CC=N2)C(F)(F)F)O ((4S)-4-Methyl-2-[[1,2,3,4-tetrahydro-3-methyl-1-(1-methylethyl)-6-[[5-methyl-1-(2-pyrimidinyl)-3-(trifluoromethyl)-1H-pyrazol-4-yl]methyl]-2,4-dioxothieno[2,3-d]pyrimidin-5-yl]carbonyl]-4-isoxazolidinol). As a reaction SMILES: [OH:1][C@:2]1([CH3:35])[CH2:6][O:5][N:4]([C:7]([C:9]2[C:17]3[C:16](=[O:18])[N:15]([CH3:19])[C:14](=[O:20])[N:13]([CH:21]([CH3:23])[CH3:22])[C:12]=3[S:11][C:10]=2[CH2:24][C:25]2[C:26]([C:31]([F:34])([F:33])[F:32])=[N:27][NH:28][C:29]=2[CH3:30])=[O:8])[CH2:3]1.Br[C:37]1[N:42]=[CH:41][CH:40]=[CH:39][N:38]=1.C(=O)([O-])[O-].[K+].[K+]>O1CCOCC1.[Cu]I>[CH3:35][C@@:2]1([OH:1])[CH2:6][O:5][N:4]([C:7]([C:9]2[C:17]3[C:16](=[O:18])[N:15]([CH3:19])[C:14](=[O:20])[N:13]([CH:21]([CH3:22])[CH3:23])[C:12]=3[S:11][C:10]=2[CH2:24][C:25]2[C:26]([C:31]([F:32])([F:33])[F:34])=[N:27][N:28]([C:37]3[N:42]=[CH:41][CH:40]=[CH:39][N:38]=3)[C:29]=2[CH3:30])=[O:8])[CH2:3]1 |f:2.3.4|. Reported procedure: A mixture of the product of example 10 part b) (279 mg), 2-bromopyrimidine (300 mg), copper(I) iodide (95 mg), trans-cyclohexanediamine (55 mg) and potassium carbonate (300 mg) in dioxane (2 ml) was heated at 100° C. for 16 hours under nitrogen. The reaction mixture was concentrated to dryness and purified by silica chromatography eluting with an ethyl acetate to 10% methanol/ethyl acetate gradient, followed by RPHPLC to give the title compound as a white solid (105 mg). The reactants are N(=[N+]=[N-])CC=1C=NC2=CC=CC=C2C1 (3(azidomethyl)quinoline), C1(=CC=CC=C1)P(C1=CC=CC=C1)C1=CC=CC=C1 (triphenylphosphine), O (H2O). Run in C1CCOC1 (THF). Product: NCC=1C=NC2=CC=CC=C2C1 (3-(aminomethyl)quinoline). Isolated yield 48.3%. Reaction SMILES: [N:1]([CH2:4][C:5]1[CH:6]=[N:7][C:8]2[C:13]([CH:14]=1)=[CH:12][CH:11]=[CH:10][CH:9]=2)=[N+]=[N-].C1(P(C2C=CC=CC=2)C2C=CC=CC=2)C=CC=CC=1.O>C1COCC1>[NH2:1][CH2:4][C:5]1[CH:6]=[N:7][C:8]2[C:13]([CH:14]=1)=[CH:12][CH:11]=[CH:10][CH:9]=2. Procedure details: 3(azidomethyl)quinoline (250 mg, 1.36 mmol) and triphenylphosphine (880 mg, 3.36 mmol, 2.5 equiv) were dissolved in 10 mL THF. The reaction mixture was treated with 0.5 mL of H2O and refluxed for 6 hours. The reaction mixture was cooled and partitioned between Et2O and 1N HCl. The aqueous portion was then treated with 1N NaOH until basic and extracted into EtOAc. The organic portion was dried over Na2SO4 and concentrated under reduced pressure to give the title compound (104 mg) as a brown oil. ... The reactants are N1=CC(=CC=C1)C=O (pyridine-3-carboxaldehyde), C[C@@H]1N(C[C@H](NC1)C)C=1C=CC=2N(N1)C(=NN2)C(F)(F)F (6-[(2S,5R)-2,5-dimethylpiperazin-1-yl]-3-(trifluoromethyl)-[1,2,4]triazolo[4,3-b]pyridazine). Yields the product C[C@@H]1N(C[C@H](N(C1)CC=1C=NC=CC1)C)C=1C=CC=2N(N1)C(=NN2)C(F)(F)F (6-[(2S,5R)-2,5-dimethyl-4-(pyridin-3-ylmethyl)piperazin-1-yl]-3-(trifluoromethyl)[1,2,4]triazolo[4,3-b]pyridazine). The yield is 84.0%. RXN SMILES: [N:1]1[CH:6]=[CH:5][CH:4]=[C:3]([CH:7]=O)[CH:2]=1.[CH3:9][C@H:10]1[CH2:15][NH:14][C@H:13]([CH3:16])[CH2:12][N:11]1[C:17]1[CH:18]=[CH:19][C:20]2[N:21]([C:23]([C:26]([F:29])([F:28])[F:27])=[N:24][N:25]=2)[N:22]=1>>[CH3:9][C@H:10]1[CH2:15][N:14]([CH2:7][C:3]2[CH:2]=[N:1][CH:6]=[CH:5][CH:4]=2)[C@H:13]([CH3:16])[CH2:12][N:11]1[C:17]1[CH:18]=[CH:19][C:20]2[N:21]([C:23]([C:26]([F:29])([F:28])[F:27])=[N:24][N:25]=2)[N:22]=1. Procedure: A mixture of pyridine-3-carboxaldehyde and 6-[(2S,5R)-2,5-dimethylpiperazin-1-yl]-3-(trifluoromethyl)-[1,2,4]triazolo[4,3-b]pyridazine was allowed to react by General Synthetic Method 5 to give 6-[(2S,5R)-2,5-dimethyl-4-(pyridin-3-ylmethyl)piperazin-1-yl]-3-(trifluoromethyl)[1,2,4]triazolo[4,3-b]pyridazine in 84% yield. Starting materials: COC(=O)c1ccc(CC(C)=O)cc1, CCO, NCC(O)c1ccccc1. The product is COC(=O)c1ccc(CC(C)NCC(O)c2ccccc2)cc1. Reaction SMILES: [C:11](=[O:12])([O:13][CH3:14])[c:15]1[cH:16][cH:17][c:18]([CH2:21][C:22]([CH3:23])=[O:24])[cH:19][cH:20]1.[CH3:25][CH2:26][OH:27].[OH:1][CH:2]([CH2:3][NH2:4])[c:5]1[cH:6][cH:7][cH:8][cH:9][cH:10]1>>[OH:1][CH:2]([CH2:3][NH:4][CH:22]([CH2:21][c:18]1[cH:17][cH:16][c:15]([C:11](=[O:12])[O:13][CH3:14])[cH:20][cH:19]1)[CH3:23])[c:5]1[cH:6][cH:7][cH:8][cH:9][cH:10]1. Reactants: CC(=O)O[BH-](OC(C)=O)OC(C)=O, CCc1nn2c(-c3c(C)cc(C)cc3OC)ccc(OC)c2c1N, CCC(=O)CC, CC(=O)O, [Na+], [Na+], [OH-]. Product: CCc1nn2c(-c3c(C)cc(C)cc3OC)ccc(OC)c2c1NC(CC)CC. As a reaction SMILES: [C:31]([O:32][BH-:33]([O:34][C:35](=[O:36])[CH3:37])[O:38][C:39](=[O:40])[CH3:41])(=[O:42])[CH3:43].[CH2:1]([CH3:2])[c:3]1[n:4][n:5]2[c:6]([c:7]([O:21][CH3:22])[cH:8][cH:9][c:10]2-[c:11]2[c:12]([O:19][CH3:20])[cH:13][c:14]([CH3:18])[cH:15][c:16]2[CH3:17])[c:23]1[NH2:24].[CH3:25][CH2:26][C:27]([CH2:28][CH3:29])=[O:30].[CH3:47][C:48](=[O:49])[OH:50].[Na+:44].[Na+:46].[OH-:45]>>[CH2:1]([CH3:2])[c:3]1[n:4][n:5]2[c:6]([c:7]([O:21][CH3:22])[cH:8][cH:9][c:10]2-[c:11]2[c:12]([O:19][CH3:20])[cH:13][c:14]([CH3:18])[cH:15][c:16]2[CH3:17])[c:23]1[NH:24][CH:27]([CH2:26][CH3:25])[CH2:28][CH3:29].